Dataset: the Open Reaction Database (ORD), a public repository of structured organic reaction records. Task: describe an organic reaction: reactants, conditions, products, and yield The reactants are CC1(OCC(O1)=CC(C(=O)OC)=O)C (methyl 3-(2,2-dimethyl-1,3-dioxolan-4-ylidene)-2-oxopropanoate), N(N)C1=NC=CC=C1Cl (2-hydrazino-3-chloropyridine). Solvent: C(C)(C)O (isopropanol). Reaction conditions: temperature 35 celsius, time 18 hour. Yields the product ClC=1C(=NC=CC1)N1N=C(CC1(C(=O)OC)O)CO (Methyl 1-(3-chloropyridin-2-yl)-5-hydroxy-3-(hydroxymethyl)-4,5-dihydro-1H-pyrazole-5-carboxylate). As a reaction SMILES: CC1(C)O[C:5](=[CH:7][C:8](=[O:13])[C:9]([O:11][CH3:12])=[O:10])[CH2:4][O:3]1.[NH:15]([C:17]1[C:22]([Cl:23])=[CH:21][CH:20]=[CH:19][N:18]=1)[NH2:16]>C(O)(C)C>[Cl:23][C:22]1[C:17]([N:15]2[C:8]([OH:13])([C:9]([O:11][CH3:12])=[O:10])[CH2:7][C:5]([CH2:4][OH:3])=[N:16]2)=[N:18][CH:19]=[CH:20][CH:21]=1. Procedure details: The mixture of methyl 3-(2,2-dimethyl-1,3-dioxolan-4-ylidene)-2-oxopropanoate (20 g, 0.1 mol) and 2-hydrazino-3-chloropyridine (14.3 g, 0.1 mol) in 40 ml of isopropanol was stirred for 18 hours at 35° C. The precipitate was filtered off and washed with 15 ml of isopropanol. This gave 24.2 g (85%) of the product as a pale yellow solid with a melting point of 113° C. Reactants: ClC1=CC=C(C=C1)[N+](=O)[O-] (1chloro-4-nitrobenzene), BrBr (bromine), BrBr (bromine). Reagents/catalysts: [Fe] (Iron), [Fe] (iron), [Fe] (iron). Solvent: S(=O)(=O)([O-])S(=O)[O-].[Na+].[Na+] (sodium metabisulfite). Run at temperature 140 celsius, time 30 minute. Product: ClC1=C(C=C(C=C1)[N+](=O)[O-])Br (1-Chloro-2-bromo-4-nitrobenzene). Reaction SMILES: [Cl:1][C:2]1[CH:7]=[CH:6][C:5]([N+:8]([O-:10])=[O:9])=[CH:4][CH:3]=1.[Br:11]Br>[Fe].S(S([O-])=O)([O-])(=O)=O.[Na+].[Na+]>[Cl:1][C:2]1[CH:7]=[CH:6][C:5]([N+:8]([O-:10])=[O:9])=[CH:4][C:3]=1[Br:11] |f:3.4.5|. Procedure details: Iron (0.35 g) was added to 1chloro-4-nitrobenzene (15.8 g) at 140° C., bromine (2.8 ml) was added dropwise and the mixture heated to 140° C. for 1 hour. Two further additions of iron and bromine were made at 1 hour intervals followed by a final addition of iron (0.07 g) and heating to 140° C. for 1 hour. The reaction mixture was allowed to cool to room temperature, added to sodium metabisulfite solution (200 ml) and stirred for 30 min. The solution was extracted with dichioromethane (×4), washed... Reactants: CC#N, CC(=O)Nc1nc(CCc2ccc(CCl)cc2)c(Cc2ccc(S(C)(=O)=O)cc2)s1, N. The product is CC(=O)Nc1nc(CCc2ccc(CN)cc2)c(Cc2ccc(S(C)(=O)=O)cc2)s1. RXN SMILES: [CH3:32][C:33]#[N:34].[Cl:1][CH2:2][c:3]1[cH:4][cH:5][c:6]([CH2:9][CH2:10][c:11]2[n:12][c:13]([NH:27][C:28]([CH3:29])=[O:30])[s:14][c:15]2[CH2:16][c:17]2[cH:18][cH:19][c:20]([S:23](=[O:24])(=[O:25])[CH3:26])[cH:21][cH:22]2)[cH:7][cH:8]1.[NH3:31]>>[CH2:2]([c:3]1[cH:4][cH:5][c:6]([CH2:9][CH2:10][c:11]2[n:12][c:13]([NH:27][C:28]([CH3:29])=[O:30])[s:14][c:15]2[CH2:16][c:17]2[cH:18][cH:19][c:20]([S:23](=[O:24])(=[O:25])[CH3:26])[cH:21][cH:22]2)[cH:7][cH:8]1)[NH2:31]. As a reaction SMILES: [CH3:38][c:39]1[cH:40][cH:41][cH:42][cH:43][cH:44]1.[Cl:1][c:2]1[cH:3][cH:4][c:5]([C:8]2([OH:25])[CH2:9][CH2:10][N:11]([CH2:14][CH2:15][NH:16][C:17](=[O:18])[N:19]3[C:20](=[O:24])[CH2:21][CH2:22][CH2:23]3)[CH2:12][CH2:13]2)[cH:6][cH:7]1.[OH2:26].[c:27]1([CH3:28])[cH:29][cH:30][c:31]([S:32]([OH:33])(=[O:34])=[O:35])[cH:36][cH:37]1>>[Cl:1][c:2]1[cH:3][cH:4][c:5]([C:8]2=[CH:9][CH2:10][N:11]([CH2:14][CH2:15][NH:16][C:17](=[O:18])[N:19]3[C:20](=[O:24])[CH2:21][CH2:22][CH2:23]3)[CH2:12][CH2:13]2)[cH:6][cH:7]1. The product is O=C1CCCN1C(=O)NCCN1CC=C(c2ccc(Cl)cc2)CC1. The reactants are Cc1ccccc1, O=C1CCCN1C(=O)NCCN1CCC(O)(c2ccc(Cl)cc2)CC1, O, Cc1ccc(S(=O)(=O)O)cc1. Starting materials: C(=O)C1=C(C=CC=C1)C=1SC=C(N1)C1=CC=CC=C1 (2-(o-formylphenyl)-4-phenylthiazole), COC(C1=C(C#N)C=CC=C1)OC (o-dimethoxymethylbenzonitrile), S (H2S). Yields the product COC(C1=C(C(=S)N)C=CC=C1)OC (o-dimethoxymethylthiobenzamide). RXN SMILES: C(C1C=CC=CC=1C1[S:10]C=C(C2C=CC=CC=2)N=1)=O.[CH3:20][O:21][CH:22]([O:31][CH3:32])[C:23]1[CH:30]=[CH:29][CH:28]=[CH:27][C:24]=1[C:25]#[N:26].S>>[CH3:20][O:21][CH:22]([O:31][CH3:32])[C:23]1[CH:30]=[CH:29][CH:28]=[CH:27][C:24]=1[C:25]([NH2:26])=[S:10]. Procedure details: A solution of 2.65 g of 2-(o-formylphenyl)-4-phenylthiazole [M.P. 99°-100°; obtainable by reacting o-dimethoxymethylbenzonitrile with H2S to give o-dimethoxymethylthiobenzamide (M.P. 100°-102°), reacting the latter with α-bromoacetophenone to give o-dimethoxymethylthiobenzoic acid imide S-phenacyl ester (oil), and cyclizing the latter to give 2-(o-dimethoxymethylphenyl)-4-phenylthiazole by boiling with methanol and subsequent hydrolysis with aqueous hydrochloric acid], 1.06 ml of 33% aqueous amm... The reactants are Cl.ClC(=O)C1=CN(C2=NC=CC=C21)C2=CC(=NC1=CC=CC=C21)C (3-chlorocarbonyl-1-(2-methylquinolin-4-yl)-1H-pyrrolo[2,3-b]pyridine hydrochloride), [Na] (sodium), CO (methanol), Cl.NC(=N)N (guanidine hydrochloride). Solvent: O1CCCC1 (tetrahydrofuran), ClCCl (dichloromethane), O1CCCC1 (tetrahydrofuran), ClCCl (dichloromethane). Conditions: temperature 20 celsius, time 2 hour. Product: Cl.CC1=NC2=CC=CC=C2C(=C1)N1C=C(C=2C1=NC=CC2)C(=O)NC(=N)N (N-[1-(2-methylquinolin-4-yl)-1H-pyrrolo[2,3-b]pyridine-3-carbonyl]guanidine hydrochloride). Isolated yield 13.1%. RXN SMILES: [Na].CO.Cl.[NH2:5][C:6]([NH2:8])=[NH:7].Cl.[Cl:10][C:11]([C:13]1[C:21]2[C:16](=[N:17][CH:18]=[CH:19][CH:20]=2)[N:15]([C:22]2[C:31]3[C:26](=[CH:27][CH:28]=[CH:29][CH:30]=3)[N:25]=[C:24]([CH3:32])[CH:23]=2)[CH:14]=1)=[O:12]>O1CCCC1.ClCCl>[ClH:10].[CH3:32][C:24]1[CH:23]=[C:22]([N:15]2[C:16]3=[N:17][CH:18]=[CH:19][CH:20]=[C:21]3[C:13]([C:11]([NH:7][C:6]([NH2:8])=[NH:5])=[O:12])=[CH:14]2)[C:31]2[C:26](=[CH:27][CH:28]=[CH:29][CH:30]=2)[N:25]=1 |f:2.3,4.5,8.9,^1:0|. Procedure details: 0.43 g (19 mmol) of sodium was added portionwise, at a temperature in the region of 20° C. under an argon atmosphere, to 30 cm3 of methanol and then, after the sodium has been completely consumed, 1.9 g (20 mmol) of guanidine hydrochloride were added. The reaction mixture was stirred at a temperature in the region of 20° C. for 2 h, then it was concentrated to dryness under reduced pressure (2.7 kPa) and the residue was 2 times in succession taken up in 10 cm3 of dichloromethane (stabilized over... Starting materials: C(C)(C)(C)OC(=O)N1CCC(CC1)C=1N(C=C(N1)Br)CCN(C)C (4-[4-bromo-1-(2-dimethylamino-ethyl)-1H-imidazol-2-yl]-piperidine-1-carboxylic acid tert-butyl ester), ClC1=CC=C(C=C1)B(O)O (4-chloro phenyl boronic acid), C(=O)([O-])[O-].[Na+].[Na+] (Na2CO3), C(C)O (ethanol). The reagents and catalysts are C=1C=CC(=CC1)[P](C=2C=CC=CC2)(C=3C=CC=CC3)[Pd]([P](C=4C=CC=CC4)(C=5C=CC=CC5)C=6C=CC=CC6)([P](C=7C=CC=CC7)(C=8C=CC=CC8)C=9C=CC=CC9)[P](C=1C=CC=CC1)(C=1C=CC=CC1)C=1C=CC=CC1 (Pd(PPh3)4). Run in C1(=CC=CC=C1)C (toluene). Product: C(C)(C)(C)OC(=O)N1CCC(CC1)C=1N(C=C(N1)C1=CC=C(C=C1)Cl)CCN(C)C (4-(4-(4-Chlorophenyl)-1-(2-(dimethylamino)ethyl)-1H-imidazol-2-yl)piperidine-1-carboxylic acid tert-butyl ester). The yield is 77.0%. As a reaction SMILES: [C:1]([O:5][C:6]([N:8]1[CH2:13][CH2:12][CH:11]([C:14]2[N:15]([CH2:20][CH2:21][N:22]([CH3:24])[CH3:23])[CH:16]=[C:17](Br)[N:18]=2)[CH2:10][CH2:9]1)=[O:7])([CH3:4])([CH3:3])[CH3:2].[Cl:25][C:26]1[CH:31]=[CH:30][C:29](B(O)O)=[CH:28][CH:27]=1.C([O-])([O-])=O.[Na+].[Na+].C(O)C>C1C=CC([P]([Pd]([P](C2C=CC=CC=2)(C2C=CC=CC=2)C2C=CC=CC=2)([P](C2C=CC=CC=2)(C2C=CC=CC=2)C2C=CC=CC=2)[P](C2C=CC=CC=2)(C2C=CC=CC=2)C2C=CC=CC=2)(C2C=CC=CC=2)C2C=CC=CC=2)=CC=1.C1(C)C=CC=CC=1>[C:1]([O:5][C:6]([N:8]1[CH2:13][CH2:12][CH:11]([C:14]2[N:15]([CH2:20][CH2:21][N:22]([CH3:24])[CH3:23])[CH:16]=[C:17]([C:29]3[CH:30]=[CH:31][C:26]([Cl:25])=[CH:27][CH:28]=3)[N:18]=2)[CH2:10][CH2:9]1)=[O:7])([CH3:4])([CH3:3])[CH3:2] |f:2.3.4,^1:47,49,68,87|. Reported procedure: Add 4-[4-bromo-1-(2-dimethylamino-ethyl)-1H-imidazol-2-yl]-piperidine-1-carboxylic acid tert-butyl ester (1.0 g; 0.0024 mol; 1.0 equiv), 4-chloro phenyl boronic acid (0.58 g; 0.0037 mol; 1.5 equiv), 3M Na2CO3 solution (0.79 g; 0.0074 mol; 3.0 equiv) to ethanol (5 mL) and toluene (5 mL) and degas the reaction with argon. Add Pd(PPh3)4 (0.29 g; 0.00024 mol; 0.1 equiv) and microwave at 110° C. for 20 min. Add EA and filter through a Celite® bed. Add saturated NaHCO3 aqueous and extract with EA. Eva...